This data is from the Open Reaction Database (ORD), a public repository of structured organic reaction records. The task is: describe an organic reaction: reactants, conditions, products, and yield Reactants: ClC=1C=C2NC(C(N(C2=CC1)CC(=O)OCC)=O)=O (6-chloro-1-(ethoxycarbonylmethyl)-2,3(1H,4H)-quinoxalinedione), [N+](=O)([O-])[O-].[K+] (potassium nitrate). Run in S(O)(O)(=O)=O (sulfuric acid). Product: ClC=1C=C2NC(C(N(C2=CC1[N+](=O)[O-])CC(=O)OCC)=O)=O (6-Chloro-1-(ethoxycarbonylmethyl)-7-nitro-2,3(1H,4H)-quinoxalinedione). The yield is 95.0%. Reaction SMILES: [Cl:1][C:2]1[CH:3]=[C:4]2[C:9](=[CH:10][CH:11]=1)[N:8]([CH2:12][C:13]([O:15][CH2:16][CH3:17])=[O:14])[C:7](=[O:18])[C:6](=[O:19])[NH:5]2.[N+:20]([O-])([O-:22])=[O:21].[K+]>S(=O)(=O)(O)O>[Cl:1][C:2]1[CH:3]=[C:4]2[C:9](=[CH:10][C:11]=1[N+:20]([O-:22])=[O:21])[N:8]([CH2:12][C:13]([O:15][CH2:16][CH3:17])=[O:14])[C:7](=[O:18])[C:6](=[O:19])[NH:5]2 |f:1.2|. Reported procedure: 69.8 g (0.25 mol) of 6-chloro-1-(ethoxycarbonylmethyl)-2,3(1H,4H)-quinoxalinedione were dissolved in 625 ml of concentrated sulfuric acid and, at 0° C., 25 g (0.25 mol) of potassium nitrate were added a little at a time. The cooling was then removed, and the mixture was stirred until reaction was complete. The mixture was poured into ice-water, and the precipitate was filtered off with suction to yield 77.8 g (95%) of the product.